From a dataset of the Open Reaction Database (ORD), a public repository of structured organic reaction records. describe an organic reaction: reactants, conditions, products, and yield As a reaction SMILES: [C:1]([CH3:2])([CH3:3])([CH3:4])[O:5][C:6](=[O:7])[NH:8][CH2:9][CH2:10][CH2:11][CH2:12][CH:13]([NH2:14])[C:15](=[O:16])[OH:17].[CH2:18]([N+:19]([CH2:20][CH3:21])([CH2:22][CH3:23])[CH2:24][CH3:25])[c:26]1[cH:27][cH:28][cH:29][cH:30][cH:31]1.[CH3:66][N:67]([CH3:68])[CH:69]=[O:70].[N+:32]([c:33]1[cH:34][cH:35][c:36]([O:41][C:42](=[O:37])[CH:43]([NH:44][C:45](=[O:46])[O:47][CH2:48][c:49]2[cH:50][cH:51][cH:52][cH:53][cH:54]2)[CH2:55][C:56]([NH2:57])=[O:58])[cH:38][cH:39]1)([O-:40])=[O:59].[cH:60]1[cH:61][cH:62][n:63][cH:64][cH:65]1>>[C:1]([CH3:2])([CH3:3])([CH3:4])[O:5][C:6](=[O:7])[NH:8][CH2:9][CH2:10][CH2:11][CH2:12][CH:13]([NH:14][C:42](=[O:41])[CH:43]([NH:44][C:45](=[O:46])[O:47][CH2:48][c:49]1[cH:50][cH:51][cH:52][cH:53][cH:54]1)[CH2:55][C:56]([NH2:57])=[O:58])[C:15](=[O:16])[OH:17]. Reactants: CC(C)(C)OC(=O)NCCCCC(N)C(=O)O, CC[N+](CC)(CC)Cc1ccccc1, CN(C)C=O, NC(=O)CC(NC(=O)OCc1ccccc1)C(=O)Oc1ccc([N+](=O)[O-])cc1, c1ccncc1. Yields the product CC(C)(C)OC(=O)NCCCCC(NC(=O)C(CC(N)=O)NC(=O)OCc1ccccc1)C(=O)O. The reactants are CC(=O)OC1(C(C)=O)CCC2C3C(O)C(Cl)C4=CC(=O)OCC4(C)C3CCC21C, CN(C)c1ccncc1, O, Cc1ccc(S(=O)(=O)Cl)cc1, c1ccncc1. Yields the product CC(=O)OC1(C(C)=O)CCC2C3C=C(Cl)C4=CC(=O)OCC4(C)C3CCC21C. Reaction SMILES: [C:1]([CH3:2])(=[O:3])[O:4][C:5]1([C:6]([CH3:7])=[O:8])[CH2:9][CH2:10][CH:11]2[CH:12]3[CH:13]([OH:29])[CH:14]([Cl:28])[C:15]4=[CH:16][C:17](=[O:27])[O:18][CH2:19][C:20]4([CH3:21])[CH:22]3[CH2:23][CH2:24][C:25]12[CH3:26].[CH3:47][N:48]([CH3:49])[c:50]1[cH:51][cH:52][n:53][cH:54][cH:55]1.[OH2:56].[c:30]1([CH3:31])[cH:32][cH:33][c:34]([S:35]([Cl:36])(=[O:37])=[O:38])[cH:39][cH:40]1.[cH:41]1[cH:42][cH:43][n:44][cH:45][cH:46]1>>[C:1]([CH3:2])(=[O:3])[O:4][C:5]1([C:6]([CH3:7])=[O:8])[CH2:9][CH2:10][CH:11]2[CH:12]3[CH:13]=[C:14]([Cl:28])[C:15]4=[CH:16][C:17](=[O:27])[O:18][CH2:19][C:20]4([CH3:21])[CH:22]3[CH2:23][CH2:24][C:25]12[CH3:26]. Reactants: [OH-].[Na+] (NaOH), N1=C(C=CC=C1)C#CCCC(=O)OCC (ethyl 5-(pyridin-2-yl)pent-4-ynoate), Cl (HCl). Run in C(C)O (ethanol). Run at temperature 50 celsius, time 1 hour. Product: N1=C(C=CC=C1)C#CCCC(=O)O (5-(pyridin-2-yl)pent-4-ynoic acid). Yield: 132.6%. As a reaction SMILES: [OH-].[Na+].[N:3]1[CH:8]=[CH:7][CH:6]=[CH:5][C:4]=1[C:9]#[C:10][CH2:11][CH2:12][C:13]([O:15]CC)=[O:14].Cl>C(O)C>[N:3]1[CH:8]=[CH:7][CH:6]=[CH:5][C:4]=1[C:9]#[C:10][CH2:11][CH2:12][C:13]([OH:15])=[O:14] |f:0.1|. Procedure: To a aqueous solution of 1M NaOH (9.9 mL) heated at 50° C., was added slowly a solution of ethyl 5-(pyridin-2-yl)pent-4-ynoate (2 g, 9.90 mmol) in 3 mL of ethanol. The reaction mixture was stirred 1 h 30 at 50° C. and cooled to room temperature. An aqueous 1N HCl (9.9 mL, 9.90 mmol) was then added and the solvent was removed under pressure to afford 2.3 g of 5-(pyridin-2-yl)pent-4-ynoic acid (Yield: 99%) as a brown solid which can be used without further purification. Starting materials: O=C=NCCCCl, CC(Cl)CN=C=O, ClCCl, CC(C)(C)c1cccc(NC(=O)C2CCc3ccc(Oc4ccnc(N)c4)cc3C2)c1. The product is CC(C)(C)c1cccc(NC(=O)C2CCc3ccc(Oc4ccnc(NC(=O)NCCCCl)c4)cc3C2)c1. As a reaction SMILES: [Cl:32][CH2:33][CH2:34][CH2:35][N:36]=[C:37]=[O:38].[Cl:39][CH:40]([CH3:41])[CH2:42][N:43]=[C:44]=[O:45].[Cl:46][CH2:47][Cl:48].[NH2:1][c:2]1[n:3][cH:4][cH:5][c:6]([O:8][c:9]2[cH:10][cH:11][c:12]3[c:17]([cH:18]2)[CH2:16][CH:15]([C:19](=[O:20])[NH:21][c:22]2[cH:23][c:24]([C:28]([CH3:29])([CH3:30])[CH3:31])[cH:25][cH:26][cH:27]2)[CH2:14][CH2:13]3)[cH:7]1>>[NH:1]([c:2]1[n:3][cH:4][cH:5][c:6]([O:8][c:9]2[cH:10][cH:11][c:12]3[c:17]([cH:18]2)[CH2:16][CH:15]([C:19](=[O:20])[NH:21][c:22]2[cH:23][c:24]([C:28]([CH3:29])([CH3:30])[CH3:31])[cH:25][cH:26][cH:27]2)[CH2:14][CH2:13]3)[cH:7]1)[C:37]([NH:36][CH2:35][CH2:34][CH2:33][Cl:32])=[O:38]. Product: ClC1=CC=C2C(=C1NC1=NC=NC3=CC(=CC(=C13)OC1CCOCC1)F)OCO2 (4-(6-chloro-2,3-methylenedioxyanilino)-7-fluoro-5-tetrahydropyran-4-yloxyquinazoline). As a reaction SMILES: CC(C)([O-])C.[K+].[OH:7][CH:8]1[CH2:13][CH2:12][O:11][CH2:10][CH2:9]1.Cl.[Cl:15][C:16]1[C:21]([NH:22][C:23]2[C:32]3[C:27](=[CH:28][C:29]([F:34])=[CH:30][C:31]=3F)[N:26]=[CH:25][N:24]=2)=[C:20]2[O:35][CH2:36][O:37][C:19]2=[CH:18][CH:17]=1.O>C1COCC1.[Cl-].[Na+].O>[Cl:15][C:16]1[C:21]([NH:22][C:23]2[C:32]3[C:27](=[CH:28][C:29]([F:34])=[CH:30][C:31]=3[O:7][CH:8]3[CH2:13][CH2:12][O:11][CH2:10][CH2:9]3)[N:26]=[CH:25][N:24]=2)=[C:20]2[O:35][CH2:36][O:37][C:19]2=[CH:18][CH:17]=1 |f:0.1,3.4,7.8.9|. Run in C1CCOC1 (THF), [Cl-].[Na+].O (brine), C1CCOC1 (THF), C1CCOC1 (THF). Starting materials: OC1CCOCC1 (4-hydroxytetrahydropyran), O (water), resultant mixture, OC1CCOCC1 (4-hydroxytetrahydropyran), CC(C)([O-])C.[K+] (potassium tert-butoxide), CC(C)([O-])C.[K+] (potassium tert-butoxide), Cl.ClC1=CC=C2C(=C1NC1=NC=NC3=CC(=CC(=C13)F)F)OCO2 (4-(6-chloro-2,3-methylenedioxyanilino)-5,7-difluoroquinazoline hydrochloride salt), CC(C)([O-])C.[K+] (potassium tert-butoxide), resultant mixture, CC(C)([O-])C.[K+] (potassium tert-butoxide). Run at temperature 50 celsius, time 1 hour. Procedure: A mixture of potassium tert-butoxide (5.42 g) and THF (30 ml) was added to a solution of 4-hydroxytetrahydropyran (1.53 ml) in THF (30 ml) and the resultant mixture was stirred for 20 minutes. A slurry of 4-(6-chloro-2,3-methylenedioxyanilino)-5,7-difluoroquinazoline hydrochloride salt (6 g) in THF (30 ml) was added and the resultant mixture was heated to reflux for 1.75 hours. A second portion (1.81 g) of potassium tert-butoxide was added and the mixture was heated to reflux for an additional 2... Starting materials: C(C)(=O)OCC (ethyl acetate), C1C(=CC2=CC=CC=C12)C(=O)N1CCC2(C(NCN2C2=CC=CC=C2)=O)CC1 (8-(1H-inden-2-ylcarbonyl)-1-phenyl-1,3,8-triazaspiro-[4.5]decan-4-one), [BH4-].[Na+] (sodium borohydride), ice water, C(C)(=O)OCC.CCCCCC (ethyl acetate hexane). The solvent is N1=CC=CC=C1 (pyridine), N1=CC=CC=C1 (pyridine). Run at time 1 hour. Yields the product C1C(=CC2=CC=CC=C12)CN1CCC2(C(NCN2C2=CC=CC=C2)=O)CC1 (8-(1H-Inden-2-ylmethyl)-1-phenyl-1,3,8-triazaspiro[4.5]decan-4-one). Yield: 11.8%. RXN SMILES: [CH2:1]1[C:9]2[C:4](=[CH:5][CH:6]=[CH:7][CH:8]=2)[CH:3]=[C:2]1[C:10]([N:12]1[CH2:28][CH2:27][C:15]2([N:19]([C:20]3[CH:25]=[CH:24][CH:23]=[CH:22][CH:21]=3)[CH2:18][NH:17][C:16]2=[O:26])[CH2:14][CH2:13]1)=O.[BH4-].[Na+].C(OCC)(=O)C.C(OCC)(=O)C.CCCCCC>N1C=CC=CC=1>[CH2:3]1[C:4]2[C:9](=[CH:8][CH:7]=[CH:6][CH:5]=2)[CH:1]=[C:2]1[CH2:10][N:12]1[CH2:28][CH2:27][C:15]2([N:19]([C:20]3[CH:25]=[CH:24][CH:23]=[CH:22][CH:21]=3)[CH2:18][NH:17][C:16]2=[O:26])[CH2:14][CH2:13]1 |f:1.2,4.5|. Procedure: Crude 8-(1H-inden-2-ylcarbonyl)-1-phenyl-1,3,8-triazaspiro-[4.5]decan-4-one (11.4g) is dissolved in dry pyridine (250 ml), treated with sodium borohydride (6.0g), and the resulting mixture is refluxed for 16 hours under a nitrogen atmosphere. The pyridine solution is cooled, poured into 2 liters of ice water, stirred for 1 hour and the precipitates filtered off. The crude product is dissolved in chloroform and washed with water and saturated sodium bicarbonate solution. Concentration of the drie... Starting materials: C1CCOC1, CCO, Clc1ccnc(Cl)n1, Cn1c(N(C(=O)OC(C)(C)C)c2ccccc2)nc2cc(N)ccc21, [Na+], O=C([O-])O. The product is Cn1c(N(C(=O)OC(C)(C)C)c2ccccc2)nc2cc(Nc3ccnc(Cl)n3)ccc21. RXN SMILES: [CH2:39]1[O:40][CH2:41][CH2:42][CH2:43]1.[CH3:44][CH2:45][OH:46].[Cl:31][c:32]1[n:33][cH:34][cH:35][c:36]([Cl:38])[n:37]1.[NH2:1][c:2]1[cH:3][c:4]2[c:5]([n:6]([CH3:23])[c:7]([N:9]([C:10]([O:11][C:12]([CH3:13])([CH3:14])[CH3:15])=[O:16])[c:17]3[cH:18][cH:19][cH:20][cH:21][cH:22]3)[n:8]2)[cH:24][cH:25]1.[Na+:30].[O-:26][C:27]([OH:28])=[O:29]>>[NH:1]([c:2]1[cH:3][c:4]2[c:5]([n:6]([CH3:23])[c:7]([N:9]([C:10]([O:11][C:12]([CH3:13])([CH3:14])[CH3:15])=[O:16])[c:17]3[cH:18][cH:19][cH:20][cH:21][cH:22]3)[n:8]2)[cH:24][cH:25]1)[c:36]1[cH:35][cH:34][n:33][c:32]([Cl:31])[n:37]1.